This data is from the Open Reaction Database (ORD), a public repository of structured organic reaction records. The task is: describe an organic reaction: reactants, conditions, products, and yield Starting materials: C1C(C(C(C(C1(CO)O)O)O)O)NC2C=C(C(C(C2O)O)O)CO (Validoxylamine G), 13984. Solvent: P(=O)([O-])([O-])[O-] (phosphate). Conditions: time 24 hour. Product: C1[C@@H]([C@@H]([C@H]([C@@H]([C@]1(CO)O)O)O)O)N (valiolamine). The yield is 63.7%. As a reaction SMILES: [CH2:1]1[C:6]([OH:9])([CH2:7][OH:8])[CH:5]([OH:10])[CH:4]([OH:11])[CH:3]([OH:12])[CH:2]1[NH:13]C1C(O)C(O)C(O)C(CO)=C1>P([O-])([O-])([O-])=O>[CH2:1]1[C@:6]([OH:9])([CH2:7][OH:8])[C@@H:5]([OH:10])[C@H:4]([OH:11])[C@@H:3]([OH:12])[C@H:2]1[NH2:13]. Procedure details: Validoxylamine G (100 mg) was dissolved in 0.05 M phosphate buffer (pH 7.0) (20 mL) and wet cells of Flavobacterium saccharophilum IFO 13984 (about 2 g) were added to the solution, followed by incubation at 27° C. for 24 hours with stirring. The reaction mixture was centrifuged for removal of cells, and the supernatant was adsorbed onto a column (50 mL) of Amberlite IRC-50 (NH4+ form, manufactured by Rohm & Haas Co.), followed by washing with water and elution aqueous ammonia. The eluate was con...